This data is from the Open Reaction Database (ORD), a public repository of structured organic reaction records. The task is: describe an organic reaction: reactants, conditions, products, and yield Reactants: C(CCC)C=1NC(=C(N1)Cl)CO (2-butyl-4-chloro-5-(hydroxymethyl)imidazole), C[O-].[Na+] (sodium methoxide), BrCC1=CC=C(C(=O)C2=C(C(=O)OC)C=CC=C2)C=C1 (methyl 2-[4-(bromomethyl)benzoyl]benzoate). The solvent is CO (methanol), CN(C)C=O (DMF). Run at time 0.5 hour. Product: C(CCC)C=1N(C(=C(N1)Cl)CO)CC1=CC=C(C=C1)C(C1=C(C=CC=C1)C(=O)OC)=O (2-Butyl-1-[4-(2-carbomethoxybenzoyl)benzyl]-4-chloro-5-hydroxymethylimidazole). Isolated yield 61.8%. RXN SMILES: [CH2:1]([C:5]1[NH:6][C:7]([CH2:11][OH:12])=[C:8]([Cl:10])[N:9]=1)[CH2:2][CH2:3][CH3:4].C[O-].[Na+].Br[CH2:17][C:18]1[CH:35]=[CH:34][C:21]([C:22]([C:24]2[CH:33]=[CH:32][CH:31]=[CH:30][C:25]=2[C:26]([O:28][CH3:29])=[O:27])=[O:23])=[CH:20][CH:19]=1>CO.CN(C=O)C>[CH2:1]([C:5]1[N:6]([CH2:17][C:18]2[CH:19]=[CH:20][C:21]([C:22](=[O:23])[C:24]3[CH:33]=[CH:32][CH:31]=[CH:30][C:25]=3[C:26]([O:28][CH3:29])=[O:27])=[CH:34][CH:35]=2)[C:7]([CH2:11][OH:12])=[C:8]([Cl:10])[N:9]=1)[CH2:2][CH2:3][CH3:4] |f:1.2|. Procedure details: To a solution of 2-butyl-4-chloro-5-(hydroxymethyl)imidazole (11.12 g, 54 mmol, 1 eq) in 200 mL methanol was added dropwise a freshly prepared sodium methoxide solution (1.36 g Na, 59 mmol, 1.1 eq in 50 mL MeOH). After stirring for 0.5 hours, the methanol was removed in vacuo and the resultant glass was dissolved in 200 mL DMF. To this mixture was added a solution of methyl 2-[4-(bromomethyl)benzoyl]benzoate (18.00 g, 59 mmol, 1.1 eq) in DMF and the entire contents was stirred overnight under N2... Starting materials: COC1=C(C=CC(=C1)OC)C1=CC=C(C=C1)OCC=1C=C(OC1C)C(=O)O (4-(2′,4′-Dimethoxy-biphenyl-4-yloxymethyl)-5-methyl-furan-2-carboxylic acid), C1(=CC=CC=C1)S(=O)(=O)N (benzenesulphonamide), Cl.CN(CCCN=C=NCC)C (1-(3-dimethylaminopropyl)-3-ethylcarbodiimide hydrochloride). Reagents/catalysts: CN(C)C1=CC=NC=C1 (4-(N,N-dimethylamino)-pyridine). Run in O1CCCC1 (tetrahydrofuran), C(C)#N (acetonitrile). Reaction conditions: time 16 hour. The product is COC1=C(C=CC(=C1)OC)C1=CC=C(C=C1)OCC=1C=C(OC1C)C(=O)NS(=O)(=O)C1=CC=CC=C1 (N-[4-(2′,4′-Dimethoxy-biphenyl-4-yloxymethyl)-5-methyl-furan-2-carbonyl]-benzenesulphonamide). Isolated yield 34.8%. As a reaction SMILES: [CH3:1][O:2][C:3]1[CH:8]=[C:7]([O:9][CH3:10])[CH:6]=[CH:5][C:4]=1[C:11]1[CH:16]=[CH:15][C:14]([O:17][CH2:18][C:19]2[CH:20]=[C:21]([C:25](O)=[O:26])[O:22][C:23]=2[CH3:24])=[CH:13][CH:12]=1.[C:28]1([S:34]([NH2:37])(=[O:36])=[O:35])[CH:33]=[CH:32][CH:31]=[CH:30][CH:29]=1.Cl.CN(C)CCCN=C=NCC>CN(C1C=CN=CC=1)C.O1CCCC1.C(#N)C>[CH3:1][O:2][C:3]1[CH:8]=[C:7]([O:9][CH3:10])[CH:6]=[CH:5][C:4]=1[C:11]1[CH:12]=[CH:13][C:14]([O:17][CH2:18][C:19]2[CH:20]=[C:21]([C:25]([NH:37][S:34]([C:28]3[CH:33]=[CH:32][CH:31]=[CH:30][CH:29]=3)(=[O:36])=[O:35])=[O:26])[O:22][C:23]=2[CH3:24])=[CH:15][CH:16]=1 |f:2.3|. Procedure: A stirred solution of 4-(2′,4′-dimethoxy-biphenyl-4-yloxymethyl)-5-methyl-furan-2-carboxylic acid (140) (50 mg, 0.136 mmoles), benzenesulphonamide (32 mg, 0.204 mmoles) and 4-(N,N-dimethylamino)-pyridine (5 mg) in a mixture of tetrahydrofuran (8 ml) and acetonitrile (2 ml) was treated with 1-(3-dimethylaminopropyl)-3-ethylcarbodiimide hydrochloride (32 mg, 0.163 mmoles). The mixture was stirred at room temperature for 16 hours under an argon atmosphere. The reaction mixture was concentrated in v... As a reaction SMILES: [CH2:6]([CH3:7])[O:8][C:9](=[O:10])[c:11]1[n:12]([CH3:28])[c:13]([CH2:26][CH3:27])[c:14]([C:24]#[N:25])[c:15]1-[c:16]1[cH:17][cH:18][c:19]([CH:22]=[O:23])[cH:20][cH:21]1.[ClH:29].[OH:1][OH:2].[Se:3](=[O:4])=[O:5]>>[OH:1][C:22]([c:19]1[cH:18][cH:17][c:16](-[c:15]2[c:11]([C:9]([O:8][CH2:6][CH3:7])=[O:10])[n:12]([CH3:28])[c:13]([CH2:26][CH3:27])[c:14]2[C:24]#[N:25])[cH:21][cH:20]1)=[O:23]. Starting materials: CCOC(=O)c1c(-c2ccc(C=O)cc2)c(C#N)c(CC)n1C, Cl, OO, O=[Se]=O. Product: CCOC(=O)c1c(-c2ccc(C(=O)O)cc2)c(C#N)c(CC)n1C. Reactants: NC1=C(C#N)C(=C(C(=C1O)F)Br)C (2-Amino-5-bromo-4-fluoro-3-hydroxy-6-methylbenzonitrile), ClC=1C=C(C=CC1)B(O)O (3-chlorophenylboronic acid), C([O-])([O-])=O.[Cs+].[Cs+] (cesium carbonate), (tetrakistriphenylphosphine)palladium(0). Solvent: O1CCOCC1 (1,4-dioxane), O (water). Reaction conditions: temperature 100 celsius, time 12 hour. Yields the product NC=1C(CC(=C(C1O)F)C1=CC(=CC=C1)Cl)(C#N)C (4-Amino-3′-chloro-6-fluoro-5-hydroxy-3-methylbiphenyl-3-carbonitrile). Isolated yield 77.4%. As a reaction SMILES: [NH2:1][C:2]1[C:9]([OH:10])=[C:8]([F:11])[C:7](Br)=[C:6](C)[C:3]=1[C:4]#[N:5].[Cl:14][C:15]1[CH:16]=[C:17](B(O)O)[CH:18]=[CH:19][CH:20]=1.[C:24](=O)([O-])[O-].[Cs+].[Cs+]>O1CCOCC1.O>[NH2:1][C:2]1[C:3]([CH3:24])([C:4]#[N:5])[CH2:6][C:7]([C:19]2[CH:18]=[CH:17][CH:16]=[C:15]([Cl:14])[CH:20]=2)=[C:8]([F:11])[C:9]=1[OH:10] |f:2.3.4|. Reported procedure: 2-Amino-5-bromo-4-fluoro-3-hydroxy-6-methylbenzonitrile (I-75) (2.0 g, 8.16 mmol), 3-chlorophenylboronic acid (2.63 g, 16.3 mmol) and cesium carbonate (5.32 g, 16.3 mmol) were dissolved in 1,4-dioxane (90 ml)/water (10 ml), and at room temperature, (tetrakistriphenylphosphine)palladium(0) (943 mg, 0.82 mmol) was added. The solution was stirred in a nitrogen steam at 100° C. for 12 hours. After cooling to room temperature, the insoluble matter was separated by filtration with washing with ethyl a... Starting materials: ClC1=CC=C(C=C1)C(CO)C1=CC=C(C=C1)Cl (2,2-bis(4-chlorophenyl)ethanol), C1(=CC=C(C=C1)S(=O)(=O)O)C (p-toluensulfonic acid), OC1C=2C=CC=CC2C=2NC(C(NC21)=O)=O (9-hydroxy-9H-indeno[1,2-b]pyrazine-2,3(1H, 4H)-dione). Run in C(C)(=O)O (acetic acid). Product: ClC1=CC=C(C=C1)C(COC1C=2C=CC=CC2C=2NC(C(NC21)=O)=O)C2=CC=C(C=C2)Cl (9-(2,2-Bis(4-chlorophenyl))ethoxy-9H-indeno[1,2-b]pyrazine-2,3(1H, 4H)-dione). Yield: 17.5%. Reaction SMILES: [OH:1][CH:2]1[C:14]2[NH:13][C:12](=[O:15])[C:11](=[O:16])[NH:10][C:9]=2[C:8]2[CH:7]=[CH:6][CH:5]=[CH:4][C:3]1=2.[Cl:17][C:18]1[CH:23]=[CH:22][C:21]([CH:24]([C:27]2[CH:32]=[CH:31][C:30]([Cl:33])=[CH:29][CH:28]=2)[CH2:25]O)=[CH:20][CH:19]=1.C1(C)C=CC(S(O)(=O)=O)=CC=1>C(O)(=O)C>[Cl:17][C:18]1[CH:19]=[CH:20][C:21]([CH:24]([C:27]2[CH:28]=[CH:29][C:30]([Cl:33])=[CH:31][CH:32]=2)[CH2:25][O:1][CH:2]2[C:14]3[NH:13][C:12](=[O:15])[C:11](=[O:16])[NH:10][C:9]=3[C:8]3[CH:7]=[CH:6][CH:5]=[CH:4][C:3]2=3)=[CH:22][CH:23]=1. Reported procedure: A suspension of 9-hydroxy-9H-indeno[1,2-b]pyrazine-2,3(1H, 4H)-dione. 1H2O (0.50 g, 2.13 mmol) in acetic acid (30 ml), 2,2-bis(4-chlorophenyl)ethanol (2.84 g, 10.65 mmol) and p-toluensulfonic acid (20 mg) was refluxed for 21 hours. The reaction mixture was evaporated in vacuo to dryness, the residue was suspended in ethanol (40 ml) and the precipitate was filtered off and washed with ethanol and dried to give 0.39 g of the crude product, which was recrystallized from ethanol to yield 0.174 g (17... Starting materials: BrC1=CC(=C(C=C1)N1C(=NC(=C1)C(=O)NC(CO)(C)C)C1=C(C=CC=C1)Cl)Cl (1-(4-bromo-2-chlorophenyl)-2-(2-chlorophenyl)-N-(1-hydroxy-2-methylpropan-2-yl)-1H-imidazole-4-carboxamide), CS(=O)(=O)C=1C=C(C=CC1)B(O)O (3-methylsulfonylphenyl boronic acid), PdCl2dppf, C(=O)([O-])[O-].[K+].[K+] (K2CO3), COCCOC (1,2-dimethoxyethane). The solvent is O (H2O), CCOC(=O)C (EtOAc). Conditions: temperature 80 celsius, time 2.5 hour. The product is ClC=1C=C(C=CC1N1C(=NC(=C1)C(=O)NC(CO)(C)C)C1=C(C=CC=C1)Cl)C1=CC(=CC=C1)S(=O)(=O)C (1-(3-chloro-3′-(methylsulfonyl)biphenyl-4-yl)-2-(2-chlorophenyl)-N-(1-hydroxy-2-methylpropan-2-yl)-1H-imidazole-4-carboxamide). The yield is 80.0%. Reaction SMILES: Br[C:2]1[CH:7]=[CH:6][C:5]([N:8]2[CH:12]=[C:11]([C:13]([NH:15][C:16]([CH3:20])([CH3:19])[CH2:17][OH:18])=[O:14])[N:10]=[C:9]2[C:21]2[CH:26]=[CH:25][CH:24]=[CH:23][C:22]=2[Cl:27])=[C:4]([Cl:28])[CH:3]=1.[CH3:29][S:30]([C:33]1[CH:34]=[C:35](B(O)O)[CH:36]=[CH:37][CH:38]=1)(=[O:32])=[O:31].C([O-])([O-])=O.[K+].[K+].COCCOC>CCOC(C)=O.O>[Cl:28][C:4]1[CH:3]=[C:2]([C:37]2[CH:36]=[CH:35][CH:34]=[C:33]([S:30]([CH3:29])(=[O:32])=[O:31])[CH:38]=2)[CH:7]=[CH:6][C:5]=1[N:8]1[CH:12]=[C:11]([C:13]([NH:15][C:16]([CH3:20])([CH3:19])[CH2:17][OH:18])=[O:14])[N:10]=[C:9]1[C:21]1[CH:26]=[CH:25][CH:24]=[CH:23][C:22]=1[Cl:27] |f:2.3.4|. Procedure: To a 100 mL round bottom flask attached with condenser column and magnetic stir bar was added 1-(4-bromo-2-chlorophenyl)-2-(2-chlorophenyl)-N-(1-hydroxy-2-methylpropan-2-yl)-1H-imidazole-4-carboxamide (956 mg, 1.98 mmol), 3-methylsulfonylphenyl boronic acid (435 mg, 2.18 mmol), PdCl2dppf (150 mg, 10 mol %), K2CO3 (830 mg, 6.00 mmol), 1,2-dimethoxyethane (50 mL) and H2O (13 mL). The reaction solution was allowed to stir at 80° C. for 2.5 hrs. The reaction solution was diluted with EtOAc (150 mL) ... The reactants are C(C)OC(=O)CN1C(C(NC2=CC(=C(C=C12)N1C=CC=C1)[N+](=O)[O-])=O)=O (1-(Ethoxycarbonylmethyl)-6-nitro-7-(1-pyrrolyl)-2,3(1H,4H)-quinoxalinedione), [OH-].[Li+] (lithium hydroxide). The solvent is O1CCCC1 (tetrahydrofuran), O (water). Reaction conditions: time 16 hour. Yields the product C(=O)(O)CN1C(C(NC2=CC(=C(C=C12)N1C=CC=C1)[N+](=O)[O-])=O)=O (1-(Carboxymethyl)-6-nitro-7-(1-pyrrolyl)-2,3(1H,4H)-quinoxalinedione). Yield: 77.9%. As a reaction SMILES: C([O:3][C:4]([CH2:6][N:7]1[C:16]2[C:11](=[CH:12][C:13]([N+:22]([O-:24])=[O:23])=[C:14]([N:17]3[CH:21]=[CH:20][CH:19]=[CH:18]3)[CH:15]=2)[NH:10][C:9](=[O:25])[C:8]1=[O:26])=[O:5])C.[OH-].[Li+]>O1CCCC1.O>[C:4]([CH2:6][N:7]1[C:16]2[C:11](=[CH:12][C:13]([N+:22]([O-:24])=[O:23])=[C:14]([N:17]3[CH:21]=[CH:20][CH:19]=[CH:18]3)[CH:15]=2)[NH:10][C:9](=[O:25])[C:8]1=[O:26])([OH:5])=[O:3] |f:1.2|. Procedure details: 24.5 g (68 mmol) of 1-(ethoxycarbonylmethyl)-6-nitro-7-(1-pyrrolyl)-2,3(1H,4H)-quinoxalinedione (Example 52) were dissolved in 500 ml of tetrahydrofuran, and a solution of 6.6 g (270 mmol) of lithium hydroxide in 100 ml of water was added. The mixture was stirred at room temperature for 16 h and then the tetrahydrofuran was removed under reduced pressure, and the aqueous phase was filtered. The filtrate was acidified with 1M hydrochloric acid, and the precipitate was filtered off with suction to... Starting materials: CCNCC, C=O, CC(C)C(C(N)=S)c1ccccn1, CO. Yields the product CCN(CC)CNC(=S)C(c1ccccn1)C(C)C. As a reaction SMILES: [CH2:14]([CH3:15])[NH:16][CH2:17][CH3:18].[CH2:19]=[O:20].[CH3:1][CH:2]([CH:3]([C:4](=[S:5])[NH2:6])[c:7]1[n:8][cH:9][cH:10][cH:11][cH:12]1)[CH3:13].[CH3:21][OH:22]>>[CH3:1][CH:2]([CH:3]([C:4](=[S:5])[NH:6][CH2:19][N:16]([CH2:14][CH3:15])[CH2:17][CH3:18])[c:7]1[n:8][cH:9][cH:10][cH:11][cH:12]1)[CH3:13].